Dataset: the Open Reaction Database (ORD), a public repository of structured organic reaction records. Task: describe an organic reaction: reactants, conditions, products, and yield Reported procedure: According to the method of Example 4, 6-(2-imidazole-1-yl-ethoxy)-3,4-dihydro-2H-naphthalen-1-one (0.252 g, 0.98 mmol) was reacted with 4-bromothiophene-2-carboxaldehyde (0.282 g, 1.5 mmol) in 5 mL of 4% KOH in EtOH to afford 0.181 g (43%) of the title compound as a light tan powder, mp 164-166° C.: CI-MS m/e 428, 430 (M+); 429, 431 (M+ +1); 1H-NMR (CDCl3): δ 8.03 (1H, d, J=8.8 Hz), 7.82 (1H, s), 7.58 (1H, s), 7.33 (1H, s), 7.20 (1H, s), 7.05 (1H, s), 7.01 (1H, s), 6.80 (1H, dd, J=8.8 Hz, J=2.4 ... Reactants: BrC=1C=C(SC1)C=O (4-bromothiophene-2-carboxaldehyde), N1(C=NC=C1)CCOC=1C=C2CCCC(C2=CC1)=O (6-(2-imidazole-1-yl-ethoxy)-3,4-dihydro-2H-naphthalen-1-one). Product: BrC=1C=C(SC1)C=C1C(C2=CC=C(C=C2CC1)OCCN1C=NC=C1)=O (2-(4-Bromo-thiophen-2-ylmethylene)-6-(2-imidazole-1-yl-ethoxy)-3,4-dihydro-2H-naphthalen-1-one). Isolated yield 43.0%. As a reaction SMILES: [N:1]1([CH2:6][CH2:7][O:8][C:9]2[CH:10]=[C:11]3[C:16](=[CH:17][CH:18]=2)[C:15](=[O:19])[CH2:14][CH2:13][CH2:12]3)[CH:5]=[CH:4][N:3]=[CH:2]1.[Br:20][C:21]1[CH:22]=[C:23]([CH:26]=O)[S:24][CH:25]=1>[OH-].[K+].CCO>[Br:20][C:21]1[CH:22]=[C:23]([CH:26]=[C:14]2[CH2:13][CH2:12][C:11]3[C:16](=[CH:17][CH:18]=[C:9]([O:8][CH2:7][CH2:6][N:1]4[CH:5]=[CH:4][N:3]=[CH:2]4)[CH:10]=3)[C:15]2=[O:19])[S:24][CH:25]=1 |f:2.3|. Run in [OH-].[K+] (KOH), CCO (EtOH).